From a dataset of the Open Reaction Database (ORD), a public repository of structured organic reaction records. describe an organic reaction: reactants, conditions, products, and yield Starting materials: CSC1=C(C=C(C(=O)OC)C=C1)C(F)(F)F (methyl 4-(methylthio)-3-(trifluoromethyl)benzoate), [H-].[Al+3].[Li+].[H-].[H-].[H-] (lithium aluminum hydride), O.O.O.O.O.O.O.O.O.O.S(=O)(=O)([O-])[O-].[Na+].[Na+] (Sodium sulfate decahydrate). Solvent: O1CCCC1 (tetrahydrofuran). Conditions: time 15 minute. Product: CSC1=C(C=C(CO)C=C1)C(F)(F)F (4-(methylthio)-3-(trifluoromethyl)benzyl alcohol). Yield: 95.2%. Reaction SMILES: [CH3:1][S:2][C:3]1[CH:12]=[CH:11][C:6]([C:7](OC)=[O:8])=[CH:5][C:4]=1[C:13]([F:16])([F:15])[F:14].[H-].[Al+3].[Li+].[H-].[H-].[H-].O.O.O.O.O.O.O.O.O.O.S([O-])([O-])(=O)=O.[Na+].[Na+]>O1CCCC1>[CH3:1][S:2][C:3]1[CH:12]=[CH:11][C:6]([CH2:7][OH:8])=[CH:5][C:4]=1[C:13]([F:14])([F:15])[F:16] |f:1.2.3.4.5.6,7.8.9.10.11.12.13.14.15.16.17.18.19|. Procedure details: To a solution of methyl 4-(methylthio)-3-(trifluoromethyl)benzoate (10.0 g, 40.0 mmol) in tetrahydrofuran (100 mL) was added lithium aluminum hydride (1.52 g, 40.0 mmol) at 0° C. by small portions, and the resulting mixture was stirred for 15 min. Sodium sulfate decahydrate (12.9 g, 40.0 mmol) was added to the reaction mixture by small portions, and the obtained mixture was further stirred at room temperature for 1 hr. Insoluble material was filtered off, and the filtrate was concentrated under ... Starting materials: O=C1N(CCC1)CC(=O)ON1C(CCC1=O)=O (N-[2-(2-oxopyrrolidin-1-yl)-acetoxy]-succinimide), C(C1=CC=CC=C1)N1CCNCC1 (1-benzylpiperazine). Solvent: CN(C=O)C (dimethylformamide), C(C)(=O)OCC (ethyl acetate). Yields the product O=C1N(CCC1)CC(=O)N1CCN(CC1)CC1=CC=CC=C1 (1-[2-(2-oxopyrrolidin-1-yl)-acetyl]-4-benzylpiperazine). RXN SMILES: [O:1]=[C:2]1[CH2:6][CH2:5][CH2:4][N:3]1[CH2:7][C:8]([O:10]N1C(=O)CCC1=O)=O.[CH2:18]([N:25]1[CH2:30][CH2:29][NH:28][CH2:27][CH2:26]1)[C:19]1[CH:24]=[CH:23][CH:22]=[CH:21][CH:20]=1>CN(C)C=O.C(OCC)(=O)C>[O:1]=[C:2]1[CH2:6][CH2:5][CH2:4][N:3]1[CH2:7][C:8]([N:28]1[CH2:29][CH2:30][N:25]([CH2:18][C:19]2[CH:20]=[CH:21][CH:22]=[CH:23][CH:24]=2)[CH2:26][CH2:27]1)=[O:10]. Procedure details: A solution of 14.4 g (60 mmol) of N-[2-(2-oxopyrrolidin-1-yl)-acetoxy]-succinimide and 10.6 g (60 mmol) of 1-benzylpiperazine in 125 ml of dimethylformamide is stirred for 16 hours at 20°. The reaction mixture is concentrated to dryness by evaporation under reduced pressure at 90°. The oily residue is taken up in 250 ml of water, and a solution of 5.4 g of oxalic acid in 5 ml of water is added, and then the whole is stirred in an ice bath. The resulting crystalline oxalate is filtered off with s...